From a dataset of the Open Reaction Database (ORD), a public repository of structured organic reaction records. describe an organic reaction: reactants, conditions, products, and yield Procedure: A mixture of m-phenoxylbenzyl 2-(2-indenyl)-3-methylbutanoate (8 mmol), potassium hydroxide (24 mmol), ethanol (25 ml) and water (4 ml) is heated to reflux for about 3 hours. After cooling, the reaction is acidified with dilute hydrochloric acid. The mixture is extracted with ether, and the ether phase is washed to neutrality with saturated NaCl solution. Removal of solvent by evaporation yields 2-(2-indenyl)-3-methylbutanoic acid. Yields the product C1C(=CC2=CC=CC=C12)C(C(=O)O)C(C)C (2-(2-indenyl)-3-methylbutanoic acid). Reaction SMILES: [CH2:1]1[C:9]2[C:4](=[CH:5][CH:6]=[CH:7][CH:8]=2)[CH:3]=[C:2]1[CH:10]([CH:28]([CH3:30])[CH3:29])[C:11]([O:13]CC1C=CC=C(OC2C=CC=CC=2)C=1)=[O:12].[OH-].[K+].C(O)C.Cl>O>[CH2:3]1[C:4]2[C:9](=[CH:8][CH:7]=[CH:6][CH:5]=2)[CH:1]=[C:2]1[CH:10]([CH:28]([CH3:30])[CH3:29])[C:11]([OH:13])=[O:12] |f:1.2|. Solvent: O (water). The reactants are Cl (hydrochloric acid), C1C(=CC2=CC=CC=C12)C(C(=O)OCC1=CC(=CC=C1)OC1=CC=CC=C1)C(C)C (m-phenoxylbenzyl 2-(2-indenyl)-3-methylbutanoate), [OH-].[K+] (potassium hydroxide), C(C)O (ethanol). The reactants are BrC(C)C=1SC(=NN1)OCC (2-(1-bromoethyl)-5-ethoxy-1,3,4-thiadiazole), N1=C(C=CC=C1)OC1=CC=C(C=C1)O (4-(2-pyridyloxy)phenol), C([O-])([O-])=O.[K+].[K+] (potassium carbonate), [I-].[K+] (potassium iodide), oxide. The solvent is O (water), CN(C=O)C (dimethyl formamide). Yields the product C(C)OC=1SC(=NN1)C(C)OC1=CC=C(C=C1)OC1=NC=CC=C1 (2-Ethoxy-5-[1-[4-(2-pyridyloxy)phenoxy]ethyl]-1,3,4-thiadiazole). Isolated yield 61.1%. RXN SMILES: [N:1]1[CH:6]=[CH:5][CH:4]=[CH:3][C:2]=1[O:7][C:8]1[CH:13]=[CH:12][C:11]([OH:14])=[CH:10][CH:9]=1.C(=O)([O-])[O-].[K+].[K+].[I-].[K+].Br[CH:24]([C:26]1[S:27][C:28]([O:31][CH2:32][CH3:33])=[N:29][N:30]=1)[CH3:25]>O.CN(C)C=O>[CH2:32]([O:31][C:28]1[S:27][C:26]([CH:24]([O:14][C:11]2[CH:12]=[CH:13][C:8]([O:7][C:2]3[CH:3]=[CH:4][CH:5]=[CH:6][N:1]=3)=[CH:9][CH:10]=2)[CH3:25])=[N:30][N:29]=1)[CH3:33] |f:1.2.3,4.5|. Procedure: To a mixture of 4-(2-pyridyloxy)phenol (0.75 g), anhydrous potassium carbonate (0.67 g), potassium iodide (0.07 g), cupuric oxide (0.02 g) and 7 ml of dimethyl formamide, was added 2-(1-bromoethyl)-5-ethoxy-1,3,4-thiadiazole (0.95 g) under stirring, and further stirred at 80° C. for one hour. After cooling and pouring water, the resulting solution was extracted with ethyl acetate, washed with water and then dried over anhydrous magnesium sulfate. Ethyl acetate was distilled off under a reduced p... RXN SMILES: [Br:18][Br:19].[C:36]([OH:37])(=[O:38])[CH3:39].[CH2:20]1[O:21][CH2:22][CH2:23][CH2:24]1.[CH2:40]1[O:41][CH2:42][CH2:43][CH2:44]1.[CH3:25][CH2:26][O:27][C:28]([CH3:29])=[O:30].[Cl:1][c:2]1[n:3][cH:4][c:5]([C:15](=[O:16])[NH2:17])[c:6]2[nH:7][c:8]3[cH:9][cH:10][cH:11][cH:12][c:13]3[c:14]12.[Na+:35].[O-:31][C:32]([OH:33])=[O:34]>>[Cl:1][c:2]1[n:3][cH:4][c:5]([C:15](=[O:16])[NH2:17])[c:6]2[nH:7][c:8]3[cH:9][cH:10][c:11]([Br:18])[cH:12][c:13]3[c:14]12. The reactants are BrBr, CC(=O)O, C1CCOC1, C1CCOC1, CCOC(C)=O, NC(=O)c1cnc(Cl)c2c1[nH]c1ccccc12, [Na+], O=C([O-])O. Yields the product NC(=O)c1cnc(Cl)c2c1[nH]c1ccc(Br)cc12.